describe an organic reaction: reactants, conditions, products, and yield From a dataset of the Open Reaction Database (ORD), a public repository of structured organic reaction records. Reported procedure: A mixture of 8-(2-chloro-pyridine-3-sulfonyl)-2-(4-trifluoromethoxy-phenyl)-2,8-diaza-spiro[4.5]decan-1-one (example 188, 40 mg, 0.08 mmol) and ammonium hydroxide (2M solution in water, 8 mL) was heated in an autoclave at 150° C. for 16 h. The reaction mixture was concentrated in vacuo to give a crude residue which was purified by flash column chromatography (5% methanol in chloroform) to yield the desired product as a white solid (36 mg, 98%). MS (ESI): 471.2 (MH+). The reactants are ClC1=NC=CC=C1S(=O)(=O)N1CCC2(CCN(C2=O)C2=CC=C(C=C2)OC(F)(F)F)CC1 (8-(2-Chloro-pyridine-3-sulfonyl)-2-(4-trifluoromethoxy-phenyl)-2,8-diaza-spiro[4.5]decan-1-one), [OH-].[NH4+] (ammonium hydroxide). Yields the product NC1=NC=CC=C1S(=O)(=O)N1CCC2(CCN(C2=O)C2=CC=C(C=C2)OC(F)(F)F)CC1 (8-(2-Amino-pyridine-3-sulfonyl)-2-(4-trifluoromethoxy-phenyl)-2,8-diaza-spiro[4.5]decan-1-one). Isolated yield 98.0%. Conditions: temperature 150 celsius. RXN SMILES: Cl[C:2]1[C:7]([S:8]([N:11]2[CH2:32][CH2:31][C:14]3([C:18](=[O:19])[N:17]([C:20]4[CH:25]=[CH:24][C:23]([O:26][C:27]([F:30])([F:29])[F:28])=[CH:22][CH:21]=4)[CH2:16][CH2:15]3)[CH2:13][CH2:12]2)(=[O:10])=[O:9])=[CH:6][CH:5]=[CH:4][N:3]=1.[OH-].[NH4+:34]>>[NH2:34][C:2]1[C:7]([S:8]([N:11]2[CH2:32][CH2:31][C:14]3([C:18](=[O:19])[N:17]([C:20]4[CH:25]=[CH:24][C:23]([O:26][C:27]([F:30])([F:29])[F:28])=[CH:22][CH:21]=4)[CH2:16][CH2:15]3)[CH2:13][CH2:12]2)(=[O:10])=[O:9])=[CH:6][CH:5]=[CH:4][N:3]=1 |f:1.2|. Procedure: Referring to FIG. 1, wood chips are heated with a magnesium bisulphite cooking acid (C/A) in digesters 10 and the pulp and spent sulphite liquor are discharged into washers 12. The liquor is passed through a filter and the filtrate having 13-15% solids is fed to a weak liquor storage tank 16. Some of the weak liquor is recycled to the washers. The weak liquor is concentrated in an evaporator 18 and transferred to a heavy liquor storage tank 20 at a concentration between 55-57% solids as required... Reactants: [OH-].[OH-].[Mg+2] (magnesium hydroxide slurry), S(=O)=O (sulphur dioxide), [OH-].[Mg+2].[OH-] (magnesium hydroxide). The product is S([O-])(O)=O.[Mg+2].S([O-])(O)=O (magnesium bisulphite). Reaction SMILES: [OH-:1].[OH-].[Mg+2:3].[S:4](=[O:6])=[O:5]>>[S:4](=[O:1])([OH:6])[O-:5].[Mg+2:3].[S:4](=[O:1])([OH:6])[O-:5] |f:0.1.2,4.5.6|.